Dataset: the Open Reaction Database (ORD), a public repository of structured organic reaction records. Task: describe an organic reaction: reactants, conditions, products, and yield Conditions: temperature 0 celsius, time 5 hour. Run in C(Cl)Cl (DCM). Reaction SMILES: [Cl:1][C:2]1[CH:14]=[C:13]2[C:5]([C:6]3[CH2:7][CH2:8][CH2:9][C:10](=[O:22])[C:11]=3[N:12]2C(OC(C)(C)C)=O)=[CH:4][C:3]=1[F:23].C(O)(C(F)(F)F)=O.C([O-])(O)=O.[Na+]>C(Cl)Cl>[Cl:1][C:2]1[CH:14]=[C:13]2[C:5]([C:6]3[CH2:7][CH2:8][CH2:9][C:10](=[O:22])[C:11]=3[NH:12]2)=[CH:4][C:3]=1[F:23] |f:2.3|. Starting materials: C(=O)(C(F)(F)F)O (TFA), ClC1=C(C=C2C=3CCCC(C3N(C2=C1)C(=O)OC(C)(C)C)=O)F (tert-Butyl 7-chloro-6-fluoro-1-oxo-3,4-dihydro-1H-carbazole-9(2H)-carboxylate), C(=O)(O)[O-].[Na+] (NaHCO3). Procedure details: tert-Butyl 7-chloro-6-fluoro-1-oxo-3,4-dihydro-1H-carbazole-9(2H)-carboxylate (0.55 g, 1.6 mmol) was dissolved in DCM (10 mL), cooled to 0° C., and TFA (1 mL) was added slowly. The reaction mixture was brought to room temperature and stirred for 5 h, neutralized with saturated NaHCO3 (10 mL) and extracted with DCM (3×10 mL). The combined organic extracts were dried over Na2SO4 and concentrated under reduced pressure to obtain the title compound (0.35 mg, 92%) which was used in the next step with... Yields the product ClC1=C(C=C2C=3CCCC(C3NC2=C1)=O)F (7-Chloro-6-fluoro-2,3,4,9-tetrahydro-1H-carbazol-1-one). Isolated yield 0.1%. The reactants are C(C)C=1C(NC(NC1C(C1=CC(=CC(=C1)C)C)=O)=O)=O (5-Ethyl-6-(3,5-dimethylbenzoyl)-2,4-pyrimidinedione), C1(=CC=C(C=C1)S(=O)(=O)OCC1CCCCC1)C ((cyclohexyl)methyl para-toluenesulfonate). Yields the product C1(CCCCC1)CN1C(NC(C(=C1C(C1=CC(=CC(=C1)C)C)=O)CC)=O)=O (1-(Cyclohexyl)methyl-5-ethyl-6-(3,5-dimethylbenzoyl)-2,4-pyrimidinedione). The yield is 63.2%. RXN SMILES: [CH2:1]([C:3]1[C:4](=[O:20])[NH:5][C:6](=[O:19])[NH:7][C:8]=1[C:9](=[O:18])[C:10]1[CH:15]=[C:14]([CH3:16])[CH:13]=[C:12]([CH3:17])[CH:11]=1)[CH3:2].[C:21]1([CH3:38])[CH:26]=[CH:25][C:24](S(OCC2CCCCC2)(=O)=O)=[CH:23][CH:22]=1>>[CH:21]1([CH2:38][N:7]2[C:8]([C:9](=[O:18])[C:10]3[CH:11]=[C:12]([CH3:17])[CH:13]=[C:14]([CH3:16])[CH:15]=3)=[C:3]([CH2:1][CH3:2])[C:4](=[O:20])[NH:5][C:6]2=[O:19])[CH2:26][CH2:25][CH2:24][CH2:23][CH2:22]1. Procedure details: 5-Ethyl-6-(3,5-dimethylbenzoyl)-2,4-pyrimidinedione and (cyclohexyl)methyl para-toluenesulfonate were reacted by the same way with the example 1 to obtain the titled compound (233 mg, yield: 63.2%). The reactants are CCN(C(C)C)C(C)C (iPr2NEt), NCC1C(CCC1)NC(OC(C)(C)C)=O (tert-butyl (2-(aminomethyl)cyclopentyl)carbamate), ClC(C(=O)OCC)=O (ethyl 2-chloro-2-oxoacetate). The solvent is C1CCOC1 (THF). Reaction conditions: time 16 hour. Yields the product C(C)(C)(C)OC(=O)NC1C(CCC1)CNC(C(=O)OCC)=O (ethyl 2-(((2-((tert-butoxycarbonyl)amino)cyclopentyl)methyl)amino)-2-oxoacetate). Reaction SMILES: CCN(C(C)C)C(C)C.[NH2:10][CH2:11][CH:12]1[CH2:16][CH2:15][CH2:14][CH:13]1[NH:17][C:18](=[O:24])[O:19][C:20]([CH3:23])([CH3:22])[CH3:21].Cl[C:26](=[O:32])[C:27]([O:29][CH2:30][CH3:31])=[O:28]>C1COCC1>[C:20]([O:19][C:18]([NH:17][CH:13]1[CH2:14][CH2:15][CH2:16][CH:12]1[CH2:11][NH:10][C:26](=[O:32])[C:27]([O:29][CH2:30][CH3:31])=[O:28])=[O:24])([CH3:21])([CH3:23])[CH3:22]. Procedure: iPr2NEt (0.5 mL) was added into a solution of tert-butyl (2-(aminomethyl)cyclopentyl)carbamate (300 mg) and ethyl 2-chloro-2-oxoacetate (191 mg) in THF (10 mL). The reaction was stirred at room temperature for 16 hours before being quenched by water. The aqueous layer was extracted with EtOAc (3×20 mL). The combined organic phase was dried over MgSO4 and concentrated under vacuum to give the crude ethyl 2-(((2-((tert-butoxycarbonyl)amino)cyclopentyl)methyl)amino)-2-oxoacetate which was used as w... Reactants: C(C)(=O)NC=1SC=C(C1C(C1=C(C=CC=C1)Cl)=O)C (2-acetylamino-3-(o-chlorobenzoyl)-4-methylthiophene), [H-].[Na+] (sodium hydride), CI (methyl iodide), O (water). Run in CN(C=O)C (dimethylformamide), CN(C=O)C (dimethylformamide). Run at time 30 minute. The product is CCC(=O)NC=1SC=C(C1C(C1=C(C=CC=C1)Cl)=O)C (2-(N-methylacetylamino)-3-(o-chlorobenzoyl)-4-methylthiophene). Reaction SMILES: [C:1]([NH:4][C:5]1[S:6][CH:7]=[C:8]([CH3:19])[C:9]=1[C:10](=[O:18])[C:11]1[CH:16]=[CH:15][CH:14]=[CH:13][C:12]=1[Cl:17])(=[O:3])[CH3:2].[H-].[Na+].[CH3:22]I.O>CN(C)C=O>[CH3:22][CH2:2][C:1]([NH:4][C:5]1[S:6][CH:7]=[C:8]([CH3:19])[C:9]=1[C:10](=[O:18])[C:11]1[CH:16]=[CH:15][CH:14]=[CH:13][C:12]=1[Cl:17])=[O:3] |f:1.2|. Procedure: To a solution of 40.0 g of 2-acetylamino-3-(o-chlorobenzoyl)-4-methylthiophene in 800 ml of dimethylformamide is added 7.74 g of 63 % sodium hydride. The mixture is stirred at room temperature for 30 minutes. Then 61.34 g of methyl iodide in 184 ml of dimethylformamide is added thereto. The mixture is stirred at room temperature for 2 hours, then poured into water, and extracted with benzene. The benzene extracts are washed with water, dried over sodium sulfate, and the solvent is removed under ... Starting materials: S(=S)(=O)([O-])[O-].[Na+].[Na+] (sodium thiosulfate), OC1=NC=CC2=CC=C(C=C12)C(=O)OC (methyl 1-hydroxyisoquinoline-7-carboxylate), N1=CC=CC=C1 (pyridine), II (iodine). The solvent is C([O-])(O)=O.[Na+] (sodium bicarbonate). Run at time 16 hour. Yields the product OC1=NC=C(C2=CC=C(C=C12)C(=O)OC)I (methyl 1-hydroxy-4-iodoisoquinoline-7-carboxylate). Isolated yield 70.7%. Reaction SMILES: [OH:1][C:2]1[C:11]2[C:6](=[CH:7][CH:8]=[C:9]([C:12]([O:14][CH3:15])=[O:13])[CH:10]=2)[CH:5]=[CH:4][N:3]=1.N1C=CC=CC=1.[I:22]I.S([O-])([O-])(=O)=S.[Na+].[Na+]>C(=O)(O)[O-].[Na+]>[OH:1][C:2]1[C:11]2[C:6](=[CH:7][CH:8]=[C:9]([C:12]([O:14][CH3:15])=[O:13])[CH:10]=2)[C:5]([I:22])=[CH:4][N:3]=1 |f:3.4.5,6.7|. Procedure details: To a mixture of methyl 1-hydroxyisoquinoline-7-carboxylate (1.0 g) and pyridine (40 mL) was added iodine (1.2 g), and stirred at room temperature for 16 hours. The reaction mixture was diluted with saturated aqueous sodium bicarbonate and a 5% aqueous sodium thiosulfate solution. Then, the precipitate was collected by filtration to obtain methyl 1-hydroxy-4-iodoisoquinoline-7-carboxylate (1.1 g).